From a dataset of the Open Reaction Database (ORD), a public repository of structured organic reaction records. describe an organic reaction: reactants, conditions, products, and yield The reactants are [OH-].[Na+] (sodium hydroxide), [N+](=O)(O)[O-] (nitric acid), ice, CC1=[N+](C=C(C=C1C)C)[O-] (2,3,5-trimethylpyridine 1-oxide). The solvent is S(O)(O)(=O)=O (sulphuric acid). Reaction conditions: time 1 hour. Yields the product CC1=[N+](C=C(C(=C1C)[N+](=O)[O-])C)[O-] (2,3,5-trimethyl-4-nitropyridine 1-oxide). RXN SMILES: [N+:1]([O-:4])(O)=[O:2].[CH3:5][C:6]1[C:11]([CH3:12])=[CH:10][C:9]([CH3:13])=[CH:8][N+:7]=1[O-:14].[OH-].[Na+]>S(=O)(=O)(O)O>[CH3:5][C:6]1[C:11]([CH3:12])=[C:10]([N+:1]([O-:4])=[O:2])[C:9]([CH3:13])=[CH:8][N+:7]=1[O-:14] |f:2.3|. Procedure: 65 ml of fuming nitric acid (d =1.5) are added dropwise to 210 ml of conc. sulphuric acid while cooling. 96.5 g of 2,3,5-trimethylpyridine 1-oxide are subsequently added portionwise at 0°-5°, whereupon the mixture is stirred at room temperature for 1 hour, then heated to 90° within 3 hours and left at this temperature overnight. After cooling the solution is poured on to 1.5 kg of ice, whereupon the mixture is adjusted to pH 3 with conc. sodium hydroxide solution and extracted three times with 5... Reactants: C(C)[SiH](CC)CC (triethylsilane), O=C(CCC(=O)O)C1=CC=C(C=C1)CC (4-oxo-4-(4-ethylphenyl)butyric acid). Run in FC(C(=O)O)(F)F (trifluoroacetic acid). Conditions: time 86 hour. Yields the product C(C)C1=CC=C(C=C1)CCCC(=O)O (4-(4-ETHYLPHENYL)BUTYRIC ACID). Reaction SMILES: C([SiH](CC)CC)C.O=[C:9]([C:15]1[CH:20]=[CH:19][C:18]([CH2:21][CH3:22])=[CH:17][CH:16]=1)[CH2:10][CH2:11][C:12]([OH:14])=[O:13]>FC(F)(F)C(O)=O>[CH2:21]([C:18]1[CH:19]=[CH:20][C:15]([CH2:9][CH2:10][CH2:11][C:12]([OH:14])=[O:13])=[CH:16][CH:17]=1)[CH3:22]. Procedure: In a 100-cm3 flask, 2.5 g of 4-oxo-4-(4-ethylphenyl)butyric acid are dissolved with magnetic stirring in 19 cm3 of trifluoroacetic acid. 3.2 g of triethylsilane are added dropwise. The reaction mixture is stirred for 86 hours at room temperature. It is poured into ice. It is extracted with 3 volumes of ether. The organic phases are washed 3 times with 10% potassium carbonate solution. The aqueous phases are combined and then acidified by adding concentrated hydrochloric acid until the pH is 3-4.... The reactants are CC(C)(C)[O-], Cc1ccccc1, CN1CCNCC1, Clc1cc(I)ccn1, [Na+]. The product is CN1CCN(c2ccnc(Cl)c2)CC1. RXN SMILES: [CH3:16][C:17]([CH3:18])([O-:19])[CH3:20].[CH3:22][c:23]1[cH:24][cH:25][cH:26][cH:27][cH:28]1.[CH3:9][N:10]1[CH2:11][CH2:12][NH:13][CH2:14][CH2:15]1.[Cl:1][c:2]1[n:3][cH:4][cH:5][c:6]([I:8])[cH:7]1.[Na+:21]>>[Cl:1][c:2]1[n:3][cH:4][cH:5][c:6]([N:13]2[CH2:12][CH2:11][N:10]([CH3:9])[CH2:15][CH2:14]2)[cH:7]1. Reactants: C1CCOC1, COC(=O)C1CCc2n[nH]c(=O)n21, Cl, [Li+], [OH-], O. Yields the product O=C(O)C1CCc2n[nH]c(=O)n21. RXN SMILES: [CH2:17]1[O:18][CH2:19][CH2:20][CH2:21]1.[CH3:1][O:2][C:3](=[O:4])[CH:5]1[CH2:6][CH2:7][c:8]2[n:9][nH:10][c:11](=[O:13])[n:12]21.[ClH:16].[Li+:15].[OH-:14].[OH2:22]>>[O:2]=[C:3]([OH:4])[CH:5]1[CH2:6][CH2:7][c:8]2[n:9][nH:10][c:11](=[O:13])[n:12]21. Conditions: time 30 minute. Reactants: C(\C=C\C)(=O)Cl (crotonyl chloride), [Na] (sodium), N(C1=CC=CC=C1)C1=CC=C(C=C1)O (4-anilinophenol), O (water), N(C1=CC=CC=C1)C1=CC=C(C=C1)O (4-anilinophenol). Procedure: 4-Anilinophenyl crotonate was prepared by adding a solution of 11.5 grams of crotonyl chloride in 50 milliliters of benzene to a solution of the sodium salt of 4-anilinophenol which was prepared by dissolving 18.5 grams of 4-anilinophenol in a solution of 4 grams of sodium hydroxide in 100 milliliters of ethanol. The addition was accomplished in 30 minutes and the reaction mixture was stirred for one hour. The mixture was then poured into 150 milliliters of water. The organic layer was separated... Yields the product C(\C=C\C)(=O)OC1=CC=C(C=C1)NC1=CC=CC=C1 (4-Anilinophenyl crotonate). Solvent: C1=CC=CC=C1 (benzene), [OH-].[Na+] (sodium hydroxide), C(C)O (ethanol). As a reaction SMILES: [C:1](Cl)(=[O:5])/[CH:2]=[CH:3]/[CH3:4].[Na].[NH:8]([C:15]1[CH:20]=[CH:19][C:18]([OH:21])=[CH:17][CH:16]=1)[C:9]1[CH:14]=[CH:13][CH:12]=[CH:11][CH:10]=1.O>C1C=CC=CC=1.[OH-].[Na+].C(O)C>[C:1]([O:21][C:18]1[CH:17]=[CH:16][C:15]([NH:8][C:9]2[CH:14]=[CH:13][CH:12]=[CH:11][CH:10]=2)=[CH:20][CH:19]=1)(=[O:5])/[CH:2]=[CH:3]/[CH3:4] |f:5.6,^1:6|. Reactants: [F-].C(CCC)[N+](CCCC)(CCCC)CCCC (Tetrabutylammonium fluoride), [Si](C)(C)(C(C)(C)C)OCCC=1C=C(SC1)CN1CCC2(CN(CCO2)C(=O)C=2SC(=CC2)C)CC1 ((9-((4-(2-(tert-butyldimethylsilyloxy)ethyl)thiophen-2-yl)methyl)-1-oxa-4,9-diazaspiro[5.5]undecan-4-yl)(5-methylthiophen-2-yl)methanone). The solvent is O1CCCC1 (tetrahydrofuran). Run at time 1 hour. The product is OCCC=1C=C(SC1)CN1CCC2(CN(CCO2)C(=O)C=2SC(=CC2)C)CC1 ((9-((4-(2-Hydroxyethyl)thiophen-2-yl)methyl)-1-oxa-4,9-diazaspiro[5.5]undecan-4-yl)(5-methylthiophen-2-yl)methanone). As a reaction SMILES: [F-].C([N+](CCCC)(CCCC)CCCC)CCC.[Si]([O:26][CH2:27][CH2:28][C:29]1[CH:30]=[C:31]([CH2:34][N:35]2[CH2:53][CH2:52][C:38]3([O:43][CH2:42][CH2:41][N:40]([C:44]([C:46]4[S:47][C:48]([CH3:51])=[CH:49][CH:50]=4)=[O:45])[CH2:39]3)[CH2:37][CH2:36]2)[S:32][CH:33]=1)(C(C)(C)C)(C)C>O1CCCC1>[OH:26][CH2:27][CH2:28][C:29]1[CH:30]=[C:31]([CH2:34][N:35]2[CH2:36][CH2:37][C:38]3([O:43][CH2:42][CH2:41][N:40]([C:44]([C:46]4[S:47][C:48]([CH3:51])=[CH:49][CH:50]=4)=[O:45])[CH2:39]3)[CH2:52][CH2:53]2)[S:32][CH:33]=1 |f:0.1|. Procedure: Tetrabutylammonium fluoride (1M in tetrahydrofuran, 2 mL) was added to a solution of (9-((4-(2-(tert-butyldimethylsilyloxy)ethyl)thiophen-2-yl)methyl)-1-oxa-4,9-diazaspiro[5.5]undecan-4-yl)(5-methylthiophen-2-yl)methanone (example 27, step c) (0.65 g) in tetrahydrofuran (7 mL). After 1 h, the solution was evaporated in vacuo. Purification by silica gel chromatography, eluting with 20:1 ethyl acetate:triethylamine, gave the subtitled compound as a gum. Yield 0.45 g. Reactants: C([O-])(O)=O.[Na+] (Sodium bicarbonate), C(=O)C1=CC(=NN1C(C)C)C(=O)OC(C)(C)C (1,1-Dimethylethyl 5-formyl-1-(1-methylethyl)-1H-pyrazole-3-carboxylate), C(C)(=O)O[BH-](OC(C)=O)OC(C)=O.[Na+] (Sodium triacetoxyborohydride), N1CCOCC1 (morpholine). The solvent is C(Cl)Cl (DCM), C(Cl)Cl (DCM). Reaction conditions: time 2 hour. Yields the product CC(C)N1N=C(C=C1CN1CCOCC1)C(=O)OC(C)(C)C (1,1-Dimethylethyl 1-(1-methylethyl)-5-(4-morpholinylmethyl)-1H-pyrazole-3-carboxylate). RXN SMILES: [CH:1]([C:3]1[N:7]([CH:8]([CH3:10])[CH3:9])[N:6]=[C:5]([C:11]([O:13][C:14]([CH3:17])([CH3:16])[CH3:15])=[O:12])[CH:4]=1)=O.[NH:18]1[CH2:23][CH2:22][O:21][CH2:20][CH2:19]1.C(O[BH-](OC(=O)C)OC(=O)C)(=O)C.[Na+].C(=O)(O)[O-].[Na+]>C(Cl)Cl>[CH3:9][CH:8]([N:7]1[C:3]([CH2:1][N:18]2[CH2:23][CH2:22][O:21][CH2:20][CH2:19]2)=[CH:4][C:5]([C:11]([O:13][C:14]([CH3:17])([CH3:16])[CH3:15])=[O:12])=[N:6]1)[CH3:10] |f:2.3,4.5|. Procedure details: 1,1-Dimethylethyl 5-formyl-1-(1-methylethyl)-1H-pyrazole-3-carboxylate (118 mg) was dissolved in anhydrous DCM (10 ml), morpholine (0.048 ml) was added and the mixture was stirred under nitrogen for 2 h at RT. Sodium triacetoxyborohydride (210 mg) was added and the mixture was stirred at RT for 18 h. Sodium bicarbonate solution (20 ml) and DCM (20 ml) were added and separated then the aqueous layer was re-extracted with DCM (2×20 ml) and separated by hydrophobic frit. The combined organic layers...